This data is from the Open Reaction Database (ORD), a public repository of structured organic reaction records. The task is: describe an organic reaction: reactants, conditions, products, and yield Starting materials: C(C)C1=C(C#N)C=CN=C1 (3-ethyl isonicotinonitrile), [OH-].[Na+] (sodium hydroxide), C(C)O (ethanol). Run in O (water). Yields the product C(C)C1=C(C(=O)O)C=CN=C1 (3-ethyl isonicotinic acid). Reaction SMILES: [CH2:1]([C:3]1[CH:10]=[N:9][CH:8]=[CH:7]C=1C#N)[CH3:2].[OH-:11].[Na+].[CH2:13]([OH:15])[CH3:14]>O>[CH2:1]([C:3]1[CH:10]=[N:9][CH:8]=[CH:7][C:14]=1[C:13]([OH:11])=[O:15])[CH3:2] |f:1.2|. Procedure details: A mixture of 2.7 g of 3-ethyl isonicotinonitrile, 1.63 g of sodium hydroxide, 20 ml of ethanol and 20 ml of water was heated to reflux for five hours. The reaction mixture was cooled to room temperature, and concentrated under reduced pressure. 3 M hydrochloric acid was added so that pH of the resultant residue became about 3, which was concentrated under reduced pressure again. To the resultant solid, 50 ml of ethanol was added and heated to reflux for five minutes, followed by hot filtration. ... Procedure: 3-[[2-(4-Chlorophenyl)-4-methylthiazol-5-yl]methoxy]piperidine (59.1 mg, 0.183 mmol) and 2-fluorobenzaldehyde (0.0984 mL, 0.915 mmol) were dissolved in dimethylsulfoxide (2 mL). To this solution, cesium carbonate (119 mg, 0.366 mmol) was added and the mixture was stirred at 130° C. for 3 hours. Subsequently, water was added and the mixture was extracted with ethyl acetate and the extracted washed with brine, followed by drying over magnesium sulfate and evaporation of the solvent. Purification o... Isolated yield 61.2%. Starting materials: O (water), ClC1=CC=C(C=C1)C=1SC(=C(N1)C)COC1CNCCC1 (3-[[2-(4-Chlorophenyl)-4-methylthiazol-5-yl]methoxy]piperidine), FC1=C(C=O)C=CC=C1 (2-fluorobenzaldehyde), C([O-])([O-])=O.[Cs+].[Cs+] (cesium carbonate). Conditions: temperature 130 celsius, time 3 hour. Yields the product ClC1=CC=C(C=C1)C=1SC(=C(N1)C)COC1CN(CCC1)C1=C(C=O)C=CC=C1 (2-[3-[[2-(4-Chlorophenyl)-4-methylthiazol-5-yl]methoxy]piperidin-1-yl]benzaldehyde). Run in CS(=O)C (dimethylsulfoxide). RXN SMILES: [Cl:1][C:2]1[CH:7]=[CH:6][C:5]([C:8]2[S:9][C:10]([CH2:14][O:15][CH:16]3[CH2:21][CH2:20][CH2:19][NH:18][CH2:17]3)=[C:11]([CH3:13])[N:12]=2)=[CH:4][CH:3]=1.F[C:23]1[CH:30]=[CH:29][CH:28]=[CH:27][C:24]=1[CH:25]=[O:26].C(=O)([O-])[O-].[Cs+].[Cs+].O>CS(C)=O>[Cl:1][C:2]1[CH:7]=[CH:6][C:5]([C:8]2[S:9][C:10]([CH2:14][O:15][CH:16]3[CH2:21][CH2:20][CH2:19][N:18]([C:23]4[CH:30]=[CH:29][CH:28]=[CH:27][C:24]=4[CH:25]=[O:26])[CH2:17]3)=[C:11]([CH3:13])[N:12]=2)=[CH:4][CH:3]=1 |f:2.3.4|. Reactants: C(C1=CC=CC=C1)N1CC(C(C1)C1=CC(=C(C=C1)Cl)F)N(C)CC1=CC(=C(C=C1)C(F)(F)F)F ([(3RS,4SR)-1-benzyl-4-(4-chloro-3-fluoro-phenyl)-pyrrolidin-3-yl]-(3-fluoro-4-trifluoromethyl-benzyl)-methyl-amine), ClC(=O)OCC(Cl)(Cl)Cl (2,2,2-trichloroethyl chloroformate). Run in CC#N (CH3CN). Conditions: time 3 hour. Yields the product ClC1=C(C=C(C=C1)C1C(CNC1)N(C)CC1=CC(=C(C=C1)C(F)(F)F)F)F ([(3RS,4SR)-4-(4-Chloro-3-fluoro-phenyl)-pyrrolidin-3-yl]-(3-fluoro-4-trifluoromethyl-benzyl)-methyl-amine). Isolated yield 68.1%. Reaction SMILES: C([N:8]1[CH2:12][CH:11]([C:13]2[CH:18]=[CH:17][C:16]([Cl:19])=[C:15]([F:20])[CH:14]=2)[CH:10]([N:21]([CH2:23][C:24]2[CH:29]=[CH:28][C:27]([C:30]([F:33])([F:32])[F:31])=[C:26]([F:34])[CH:25]=2)[CH3:22])[CH2:9]1)C1C=CC=CC=1.ClC(OCC(Cl)(Cl)Cl)=O>CC#N>[Cl:19][C:16]1[CH:17]=[CH:18][C:13]([CH:11]2[CH2:12][NH:8][CH2:9][CH:10]2[N:21]([CH2:23][C:24]2[CH:29]=[CH:28][C:27]([C:30]([F:33])([F:31])[F:32])=[C:26]([F:34])[CH:25]=2)[CH3:22])=[CH:14][C:15]=1[F:20]. Procedure details: To a stirred solution of [(3RS,4SR)-1-benzyl-4-(4-chloro-3-fluoro-phenyl)-pyrrolidin-3-yl]-(3-fluoro-4-trifluoromethyl-benzyl)-methyl-amine (145 mg, 0.29 mmol) in CH3CN (2 ml) at RT, was added 2,2,2-trichloroethyl chloroformate (0.06 ml, 0.44 mmol). The reaction mixture was stirred at RT for 3 hours, concentrated under vacuo. The residue was dissolved in AcOH (3 ml) and zinc dust (60 mg) was added portion wise over 3 hours. The solvent was evaporated, the residue diluted in EtOAc and the organic...